Dataset: the Open Reaction Database (ORD), a public repository of structured organic reaction records. Task: describe an organic reaction: reactants, conditions, products, and yield Reactants: 60, ClC1=NC2=C(N1)C=CC=C2 (2-chloro-1H-benzimidazole), ClCC1=CC=C(C=C1)F (1-(chloromethyl)-4-fluorobenzene), C([O-])([O-])=O.[Na+].[Na+] (sodium carbonate), [I-].[K+] (potassium iodide). Solvent: CN(C=O)C (N,N-dimethylformamide), O (water). Reaction conditions: temperature 70 celsius. Yields the product 62.5, ClC1=NC2=C(N1CC1=CC=C(C=C1)F)C=CC=C2 (2-chloro-1-(4-fluorophenylmethyl)-1H-benzimidazole). RXN SMILES: [Cl:1][C:2]1[NH:6][C:5]2[CH:7]=[CH:8][CH:9]=[CH:10][C:4]=2[N:3]=1.Cl[CH2:12][C:13]1[CH:18]=[CH:17][C:16]([F:19])=[CH:15][CH:14]=1.C(=O)([O-])[O-].[Na+].[Na+].[I-].[K+]>O.CN(C)C=O>[Cl:1][C:2]1[N:6]([CH2:12][C:13]2[CH:18]=[CH:17][C:16]([F:19])=[CH:15][CH:14]=2)[C:5]2[CH:7]=[CH:8][CH:9]=[CH:10][C:4]=2[N:3]=1 |f:2.3.4,5.6|. Procedure: A mixture of 60 parts of 2-chloro-1H-benzimidazole, 58 parts of 1-(chloromethyl)-4-fluorobenzene, 42.5 parts of sodium carbonate, 0.1 parts of potassium iodide and 135 parts of N,N-dimethylformamide was stirred and heated overnight at 70° C. The reaction mixture was poured into water. The precipitated product was filtered off and dissolved in trichloromethane. The solution was dried, filtered and evaporated. The residue was crystallized from 2,2'-oxybispropane, yielding 62.5 parts of 2-chloro-1-...